Dataset: the Open Reaction Database (ORD), a public repository of structured organic reaction records. Task: describe an organic reaction: reactants, conditions, products, and yield The reactants are C(C1=CC=CC=C1)OC(=O)N[C@@H](CC1=CC=CC=C1)C(=O)N[C@@H](CC1=CNC=N1)C(=O)NN (N-benzyloxycarbonyl-L-phenylalanyl-L-histidine hydrazide), hydrazide, N(=O)OCCC(C)C (isopentyl nitrite), N[C@@H](CC(C)C)CO (L-leucinol), solution, Cl (hydrogen chloride), CN1CCOCC1 (N-methylmorpholine). Run in O1CCOCC1 (dioxane), CN(C=O)C (dimethylformamide). Run at temperature -60 celsius. Product: C(C1=CC=CC=C1)OC(=O)N[C@@H](CC1=CC=CC=C1)C(=O)N[C@@H](CC1=CNC=N1)C(=O)N[C@@H](CC(C)C)CO (N-Benzyloxycarbonyl-L-phenylalanyl-L-histidyl-L-leucinol). Reaction SMILES: [CH2:1]([O:8][C:9]([NH:11][C@H:12]([C:20]([NH:22][C@H:23]([C:30]([NH:32]N)=[O:31])[CH2:24][C:25]1[N:29]=[CH:28][NH:27][CH:26]=1)=[O:21])[CH2:13][C:14]1[CH:19]=[CH:18][CH:17]=[CH:16][CH:15]=1)=[O:10])[C:2]1[CH:7]=[CH:6][CH:5]=[CH:4][CH:3]=1.Cl.N(OCCC(C)C)=O.CN1CCOCC1.N[C@H:51]([CH2:56][OH:57])[CH2:52][CH:53]([CH3:55])[CH3:54]>O1CCOCC1.CN(C)C=O>[CH2:1]([O:8][C:9]([NH:11][C@H:12]([C:20]([NH:22][C@H:23]([C:30]([NH:32][C@H:51]([CH2:56][OH:57])[CH2:52][CH:53]([CH3:55])[CH3:54])=[O:31])[CH2:24][C:25]1[N:29]=[CH:28][NH:27][CH:26]=1)=[O:21])[CH2:13][C:14]1[CH:19]=[CH:18][CH:17]=[CH:16][CH:15]=1)=[O:10])[C:2]1[CH:7]=[CH:6][CH:5]=[CH:4][CH:3]=1. Procedure details: To a solution of 0.91 g. (2 mmole) of N-benzyloxycarbonyl-L-phenylalanyl-L-histidine hydrazide in 32 ml. of dimethylformamide was added 1.64 ml. of a 4.1N solution of hydrogen chloride in dioxane. The mixture was cooled to -60° C., and there was added 0.4 ml. of isopentyl nitrite. The temperature of the resulting mixture was then raised to -20° C. After confirming the disappearance of the hydrazide, the temperature of the mixture was lowered to -60° C., and then the mixture was neutralized by th... Reactants: C1(=CC=CC=C1)S(=O)(=O)N1N=C(C(=C1)C#CCCCC1=CC=CC=C1)C=1C=NC=CC1 (3-[1-phenylsulfonyl-4-(5-phenyl-pent-1-ynyl)-1H-pyrazol-3-yl]-pyridine), C(#CCCCC)C=1C(=NNC1)C=1CN(CCC1)C (3-(4-Hex-1-ynyl-1H-pyrazol-3-yl)-1,2,5,6-tetrahydro-1-methylpyridine), title compound 44D, C1(=CC=CC=C1)S(=O)(=O)N1N=C(C(=C1)C#CCCCC)C=1C=NC=CC1 (3-(1-phenylsulfonyl-4-hex-1-ynyl-1H-pyrazol-3-yl)-pyridine). Yields the product C1(=CC=CC=C1)CCCC#CC=1C(=NNC1)C=1C=NC=CC1 (3-[4-(5-Phenyl-pent-1-ynyl)-1H-pyrazol-3-yl]-pyridine). As a reaction SMILES: C1(S([N:10]2[CH:14]=[C:13]([C:15]#[C:16][CH2:17][CH2:18][CH2:19][C:20]3[CH:25]=[CH:24][CH:23]=[CH:22][CH:21]=3)[C:12]([C:26]3[CH:27]=[N:28][CH:29]=[CH:30][CH:31]=3)=[N:11]2)(=O)=O)C=CC=CC=1.C1(S(N2C=C(C#CCCCC)C(C3C=NC=CC=3)=N2)(=O)=O)C=CC=CC=1.C(C1C(C2CN(C)CCC=2)=NNC=1)#CCCCC>>[C:20]1([CH2:19][CH2:18][CH2:17][C:16]#[C:15][C:13]2[C:12]([C:26]3[CH:27]=[N:28][CH:29]=[CH:30][CH:31]=3)=[N:11][NH:10][CH:14]=2)[CH:25]=[CH:24][CH:23]=[CH:22][CH:21]=1. Procedure details: Compound 43D was converted to the title compound 44D, using the methodology described for the conversion of 43A to 44A (see Scheme 9). Yield: 86% (oil). 1H-NMR (400 MHz, CDCl3): δ 9.25 (d, J=2 Hz, 1H), 8.6 (dd, J=5 Hz, 2 Hz, 1H), 8.35 (dt, J=8 Hz, 2 Hz, 1H), 7.74 (s, 1H), 7.40-7.17 (m, 6H), 2.77 ((t, J=7 Hz, 2H), 2.44 ((t, J=7 Hz, 2H), 1.99-1.89 (m, 2H). Starting materials: NC1=NSC(=C1C#N)NC1=CC=CC=C1 (3-amino-5-phenylamino-isothiazole-4-carbonitrile), O.O.O.C(C)(=O)[O-].[Na+] (sodium acetate trihydrate), C(C1=CC=CC=C1)=O (benzaldehyde), [BH4-].[Na+] (Sodium borohydride). The solvent is C(C)(=O)O (acetic acid), O (water), C(C)O (ethanol), C(C)(=O)OCC (ethyl acetate). Run at time 30 minute. The product is C(C1=CC=CC=C1)NC1=NSC(=C1C#N)NC1=CC=CC=C1 (3-Benzylamino-5-phenylamino-isothiazol-4-carbonitrile). Yield: 65.1%. Reaction SMILES: [BH4-].[Na+].[NH2:3][C:4]1[C:8]([C:9]#[N:10])=[C:7]([NH:11][C:12]2[CH:17]=[CH:16][CH:15]=[CH:14][CH:13]=2)[S:6][N:5]=1.O.O.O.C([O-])(=O)C.[Na+].[CH:26](=O)[C:27]1[CH:32]=[CH:31][CH:30]=[CH:29][CH:28]=1>C(O)(=O)C.O.C(O)C.C(OCC)(=O)C>[CH2:26]([NH:3][C:4]1[C:8]([C:9]#[N:10])=[C:7]([NH:11][C:12]2[CH:13]=[CH:14][CH:15]=[CH:16][CH:17]=2)[S:6][N:5]=1)[C:27]1[CH:32]=[CH:31][CH:30]=[CH:29][CH:28]=1 |f:0.1,3.4.5.6.7|. Procedure: Sodium borohydride (4.12 g, 1.09.1 mmol) was added portion wise to a mixture of 3-amino-5-phenylamino-isothiazole-4-carbonitrile (1.57 g, 7.27 mmol), sodium acetate trihydrate (2.97 g, 21.81 mmol) and benzaldehyde (0.74 ml, 7.27 mmol) in acetic acid (2.3 ml), water (9 ml) and ethanol (7 ml) at 0° C. The solution was stirred at ambient temperature for 30 minutes, and then diluted with ethyl acetate (EtOAc) (55 ml). The organic layer was washed with a 10% solution of sodium hydroxide (3×35 ml) and... The reactants are C(C)(C)(C)OC(=O)N1CCC(CC1)=O (tert-butyl-4oxo-1-piperidinecarboxylate), C1CCOC1 (THF), [Li+].CC(C)[N-]C(C)C (LDA), C(C)(C)NC(C)C (diisopropylamine), C1CCOC1 (THF), C[Si](C)(C)C=[N+]=[N-] ((trimethylsilyl)diazomethane). Conditions: temperature -78 celsius, time 30 minute. Yields the product C(=O)C1CCN(CC1)C(=O)OC(C)(C)C (4-Formyl-piperidine-1-carboxylic acid, tert-butyl ester). Reaction SMILES: [Li+].CC([N-]C(C)C)C.C(NC(C)C)(C)C.C[Si](C=[N+]=[N-])(C)C.[C:23]([O:27][C:28]([N:30]1[CH2:35][CH2:34][C:33](=O)[CH2:32][CH2:31]1)=[O:29])([CH3:26])([CH3:25])[CH3:24].C1C[O:40][CH2:39]C1>>[CH:39]([CH:33]1[CH2:34][CH2:35][N:30]([C:28]([O:27][C:23]([CH3:26])([CH3:25])[CH3:24])=[O:29])[CH2:31][CH2:32]1)=[O:40] |f:0.1|. Procedure: To a solution of 15.9 mL of LDA (2 M solution in THF) in 25 mL of THF at −78° C. was added 36.6 mL of diisopropylamine followed by 15.9 ml of (trimethylsilyl)diazomethane dropwise. After stirring at −78° C. for 30 min, 5.25 g of tert-butyl-4oxo-1-piperidinecarboxylate in 10 mL of THF was added slowly over 10 min. The reaction was stirred at −78° C. for 1 hr. After refluxing for 4 hr, the reaction was quenched with cold water and extracted with 3×70 mL of EtOAc. The combined organic phases were d...